The task is: describe an organic reaction: reactants, conditions, products, and yield. This data is from the Open Reaction Database (ORD), a public repository of structured organic reaction records. Reactants: BrCC1=CC(=CC=C1)Cl (1-(Bromomethyl)-3-chlorobenzene), NC1=NC=CC=C1O (2-aminopyridin-3-ol), CN(C)C=O (DMF), [H-].[Na+] (NaH). The solvent is CCOC(=O)C (EtOAc), O (Water). Conditions: time 20 minute. The product is ClC=1C=C(COC=2C(=NC=CC2)N)C=CC1 (3-(3-chlorobenzyloxy)pyridin-2-amine). The yield is 94.8%. Reaction SMILES: [NH2:1][C:2]1[C:7]([OH:8])=[CH:6][CH:5]=[CH:4][N:3]=1.CN(C=O)C.[H-].[Na+].Br[CH2:17][C:18]1[CH:23]=[CH:22][CH:21]=[C:20]([Cl:24])[CH:19]=1>CCOC(C)=O.O>[Cl:24][C:20]1[CH:19]=[C:18]([CH:23]=[CH:22][CH:21]=1)[CH2:17][O:8][C:7]1[C:2]([NH2:1])=[N:3][CH:4]=[CH:5][CH:6]=1 |f:2.3|. Procedure: To the mixture of 2-aminopyridin-3-ol (500 mg) and DMF (dry) (15 mL) was added NaH (60%, 200 mg) at room temperature and the mixture was stirred at room temperature for 20 min. 1-(Bromomethyl)-3-chlorobenzene (933 mg) was added and the mixture was stirred at the same temperature for 1 hr. Water and EtOAc were added and the extracted organic layer was washed with brine, dried over anhydrous sodium sulfate and concentrated in vacuo. The residue was purified by column chromatography (silica gel, el... Reactants: COC=1C(=NC=CC1)CC#N (2-[(3-methoxy)pyridyl]acetonitrile). Reagents/catalysts: Cl (HCl), [Pt]=O (platinum oxide). The solvent is C(C)O (ethanol). Conditions: time 24 hour. The product is CCN.COC=1C=NC=CC1 (2-Ethylamine 3-methoxypyridine). The yield is 149.6%. Reaction SMILES: [CH3:1][O:2][C:3]1[C:4](CC#N)=[N:5][CH:6]=[CH:7][CH:8]=1>C(O)C.[Pt]=O.Cl>[CH3:3][CH2:4][NH2:5].[CH3:1][O:2][C:3]1[CH:4]=[N:5][CH:6]=[CH:7][CH:8]=1 |f:4.5|. Procedure details: 2-[(3-methoxy)pyridyl]acetonitrile (2.0 g, 13 mmol) in 25 ml ethanol was reduced at room temperature under 60 p.s.i. for 24 h using platinum oxide (0.5 g) and 5N HCl (0.2 ml) as catalyst. The organics were concentrated and then taken up in ethyl acetate and water. 1N NaOH was added to pH 12 and the amine was extracted out (2×300 ml ethyl acetate). The organics were then washed with brine and saturated sodium bicarbonate and then dried over sodium sulfate. The solution is filtered and concentrate... The reactants are ClC(C1=CC=CC=C1)(C1=CC=CC=C1)C1=CC=CC=C1 (chlorotriphenylmethane), FC(C=1C=C(C=C(C1)C(F)(F)F)[B-](C1=CC(=CC(=C1)C(F)(F)F)C(F)(F)F)(C1=CC(=CC(=C1)C(F)(F)F)C(F)(F)F)C1=CC(=CC(=C1)C(F)(F)F)C(F)(F)F)(F)F.[Na+] (sodium tetrakis(3,5-bis-trifluoromethylphenyl)borate), Organometallics. The solvent is C(Cl)Cl (methylene chloride), C(Cl)Cl (methylene chloride). Product: solution, FC(C=1C=C(C=C(C1)C(F)(F)F)[B-](C1=CC(=CC(=C1)C(F)(F)F)C(F)(F)F)(C1=CC(=CC(=C1)C(F)(F)F)C(F)(F)F)C1=CC(=CC(=C1)C(F)(F)F)C(F)(F)F)(F)F.C1(=CC=CC=C1)C(C1=CC=CC=C1)(C1=CC=CC=C1)[CH2+] (triphenylmethylcarbenium tetrakis(3,5-bis-trifluoromethyl phenyl) borate). Reaction SMILES: [F:1][C:2]([F:57])([F:56])[C:3]1[CH:4]=[C:5]([B-:13]([C:42]2[CH:47]=[C:46]([C:48]([F:51])([F:50])[F:49])[CH:45]=[C:44]([C:52]([F:55])([F:54])[F:53])[CH:43]=2)([C:28]2[CH:33]=[C:32]([C:34]([F:37])([F:36])[F:35])[CH:31]=[C:30]([C:38]([F:41])([F:40])[F:39])[CH:29]=2)[C:14]2[CH:19]=[C:18]([C:20]([F:23])([F:22])[F:21])[CH:17]=[C:16]([C:24]([F:27])([F:26])[F:25])[CH:15]=2)[CH:6]=[C:7]([C:9]([F:12])([F:11])[F:10])[CH:8]=1.[Na+].Cl[C:60]([C:73]1[CH:78]=[CH:77][CH:76]=[CH:75][CH:74]=1)([C:67]1[CH:72]=[CH:71][CH:70]=[CH:69][CH:68]=1)[C:61]1[CH:66]=[CH:65][CH:64]=[CH:63][CH:62]=1>C(Cl)Cl>[F:51][C:48]([F:49])([F:50])[C:46]1[CH:47]=[C:42]([B-:13]([C:14]2[CH:19]=[C:18]([C:20]([F:23])([F:22])[F:21])[CH:17]=[C:16]([C:24]([F:26])([F:27])[F:25])[CH:15]=2)([C:28]2[CH:33]=[C:32]([C:34]([F:35])([F:36])[F:37])[CH:31]=[C:30]([C:38]([F:39])([F:40])[F:41])[CH:29]=2)[C:5]2[CH:6]=[C:7]([C:9]([F:12])([F:11])[F:10])[CH:8]=[C:3]([C:2]([F:1])([F:56])[F:57])[CH:4]=2)[CH:43]=[C:44]([C:52]([F:55])([F:54])[F:53])[CH:45]=1.[C:61]1([C:60]([CH2+:2])([C:73]2[CH:78]=[CH:77][CH:76]=[CH:75][CH:74]=2)[C:67]2[CH:72]=[CH:71][CH:70]=[CH:69][CH:68]=2)[CH:66]=[CH:65][CH:64]=[CH:63][CH:62]=1 |f:0.1,4.5|. Reported procedure: To 0.4948 g (0.56 mmole) of sodium tetrakis(3,5-bis-trifluoromethylphenyl)borate, prepared according to the method described in Brookhart et al., Organometallics 11, pp. 3920-3922,1992, dissolved in 4.057 ml of methylene chloride was added 0.154 g (0.553 mmole) of chlorotriphenylmethane (Reagent grade, Aldrich) at room temperature, to form a 0.14 M solution of triphenylmethylcarbenium tetrakis(3,5-bis-trifluoromethyl phenyl) borate in methylene chloride. The resulting mixture was transferred in ...